From a dataset of the Open Reaction Database (ORD), a public repository of structured organic reaction records. describe an organic reaction: reactants, conditions, products, and yield Starting materials: C#Cc1cccc(Nc2c(C#N)cnc3ccc([N+](=O)[O-])cc23)c1, CCO. Product: C#Cc1cccc(Nc2c(C#N)cnc3ccc(N)cc23)c1. As a reaction SMILES: [C:1](#[CH:2])[c:3]1[cH:4][c:5]([NH:9][c:10]2[c:11]([C:23]#[N:24])[cH:12][n:13][c:14]3[cH:15][cH:16][c:17]([N+:20]([O-:21])=[O:22])[cH:18][c:19]23)[cH:6][cH:7][cH:8]1.[CH3:25][CH2:26][OH:27]>>[C:1](#[CH:2])[c:3]1[cH:4][c:5]([NH:9][c:10]2[c:11]([C:23]#[N:24])[cH:12][n:13][c:14]3[cH:15][cH:16][c:17]([NH2:20])[cH:18][c:19]23)[cH:6][cH:7][cH:8]1.